This data is from the Open Reaction Database (ORD), a public repository of structured organic reaction records. The task is: describe an organic reaction: reactants, conditions, products, and yield Run at temperature 80 celsius, time 1 hour. The reactants are CC1=C(C(=O)O)C=CC(=C1C1=CC=C(C=C1)SC)S(=O)(=O)C (2-methyl-4-methylsulfonyl-3-(4-methylthiophenyl)benzoic acid), OO (hydrogen peroxide), C(C)(=O)O (acetic acid), S([O-])(O)=O.[Na+] (sodium bisulfite). The solvent is O (water). The product is CC1=C(C(=O)O)C=CC(=C1C1=CC=C(C=C1)S(=O)(=O)C)S(=O)(=O)C (2-Methyl-4-methylsulfonyl-3-(4-methylsulfonylphenyl)benzoic Acid). As a reaction SMILES: [CH3:1][C:2]1[C:10]([C:11]2[CH:16]=[CH:15][C:14](SC)=[CH:13][CH:12]=2)=[C:9]([S:19]([CH3:22])(=[O:21])=[O:20])[CH:8]=[CH:7][C:3]=1[C:4]([OH:6])=[O:5].OO.[C:25](O)(=O)C.[S:29](=[O:32])([OH:31])[O-].[Na+]>O>[CH3:1][C:2]1[C:10]([C:11]2[CH:16]=[CH:15][C:14]([S:29]([CH3:25])(=[O:32])=[O:31])=[CH:13][CH:12]=2)=[C:9]([S:19]([CH3:22])(=[O:21])=[O:20])[CH:8]=[CH:7][C:3]=1[C:4]([OH:6])=[O:5] |f:3.4|. Procedure details: A mixture of 2.2 g (6.5 mmol) of 2-methyl-4-methylsulfonyl-3-(4-methylthiophenyl)benzoic acid, 2.2 mL (19.6 mmol) of 30 percent hydrogen peroxide, and 25 mL of acetic acid was heated to 80° C. with stirring for 1 hour and was then allowed to stand overnight. The mixture was diluted with water, treated with sodium bisulfite, and then extracted with a mixture of ether and ethyl acetate. The extract was concentrated by evaporation under reduced pressure and the residue was diluted with dichlorometh... Starting materials: [Br-], CC(=O)c1csc(NC(=O)OC(C)(C)C)n1, C[Mg+], CCOCC, [Cl-], [NH4+], C1CCOC1, O. Product: CC(C)(C)OC(=O)Nc1nc(C(C)(C)O)cs1. RXN SMILES: [Br-:17].[C:1]([CH3:2])([CH3:3])([CH3:4])[O:5][C:6]([NH:7][c:8]1[s:9][cH:10][c:11]([C:13]([CH3:14])=[O:15])[n:12]1)=[O:16].[CH3:18][Mg+:19].[CH3:22][CH2:23][O:24][CH2:25][CH3:26].[Cl-:20].[NH4+:21].[O:27]1[CH2:28][CH2:29][CH2:30][CH2:31]1.[OH2:32]>>[C:1]([CH3:2])([CH3:3])([CH3:4])[O:5][C:6]([NH:7][c:8]1[s:9][cH:10][c:11]([C:13]([CH3:14])([OH:15])[CH3:18])[n:12]1)=[O:16].